Dataset: the Open Reaction Database (ORD), a public repository of structured organic reaction records. Task: describe an organic reaction: reactants, conditions, products, and yield The reactants are [N+](=O)([O-])CC(=O)C1=CC=CC=C1 (α-nitroacetophenone), [N+](=O)([O-])CC(=O)C1=CC=CC=C1 (α-nitroacetophenone), N-methyl benzylidene imine, Compound 7, CC(=O)OC(=O)C (Ac2O). Solvent: CCOCC (Et2O). Yields the product C1=CC=C(C=C1)/C=C(\C(=O)C2=CC=CC=C2)/[N+](=O)[O-] ((E)α-nitrochalcone), olefin. RXN SMILES: [N+:1]([CH2:4][C:5]([C:7]1[CH:12]=[CH:11][CH:10]=[CH:9][CH:8]=1)=[O:6])([O-:3])=[O:2].CC(O[C:17]([CH3:19])=O)=O>CCOCC>[CH:7]1[CH:8]=[CH:9][C:17](/[CH:19]=[C:4](/[N+:1]([O-:3])=[O:2])\[C:5]([C:7]2[CH:12]=[CH:11][CH:10]=[CH:9][CH:8]=2)=[O:6])=[CH:4][CH:5]=1. Procedure: Condensation of α-nitroacetophenone (Compound 6) with N-methyl benzylidene imine (Compound 7) under the conditions detailed by Dornow et al., Ann., 588:40 (1954) (1.1 equiv. Ac2O, Et2O, reflux, 3 hours, 88 percent) provided (E)α-nitrochalcone (Compound 8) as the exclusive olefin isomer detected in the reaction mixture (Scheme 3). Treatment of Compound 8 with freshly cracked cyclopentadiene (9.0 equiv. 45° C., CH2Cl2 24 hours, 81 percent) provided a single predominant Diels-Alder adduct, Compound... Reactants: CC(C)(C)c1cn2c(=O)[nH]nc2c(Cl)n1, Cl, CN(C)C=O, Cc1ccc(OCCN)cc1. Product: Cc1ccc(OCCNc2nc(C(C)(C)C)cn3c(=O)[nH]nc23)cc1. As a reaction SMILES: [C:1]([CH3:2])([CH3:3])([CH3:4])[c:5]1[n:6][c:7]([Cl:15])[c:8]2[n:9]([cH:10]1)[c:11](=[O:14])[nH:12][n:13]2.[ClH:16].[O:28]=[CH:29][N:30]([CH3:31])[CH3:32].[c:17]1([CH3:27])[cH:18][cH:19][c:20]([O:23][CH2:24][CH2:25][NH2:26])[cH:21][cH:22]1>>[C:1]([CH3:2])([CH3:3])([CH3:4])[c:5]1[n:6][c:7]([NH:26][CH2:25][CH2:24][O:23][c:20]2[cH:19][cH:18][c:17]([CH3:27])[cH:22][cH:21]2)[c:8]2[n:9]([cH:10]1)[c:11](=[O:14])[nH:12][n:13]2.